Dataset: the Open Reaction Database (ORD), a public repository of structured organic reaction records. Task: describe an organic reaction: reactants, conditions, products, and yield Reactants: FC(C1=C(C=NC=C1)C=1C=C2CCCNC2=NC1)(F)F (6-(4-trifluoromethyl-pyridin-3-yl)-1,2,3,4-tetrahydro-[1,8]naphthyridine), FC(C(=O)O)(F)F (trifluoroacetic acid). Solvent: C(Cl)Cl (DCM). Yields the product C(C)(C)(C)OC(=O)N1CCCC2=CC(=CN=C12)C=1C=NC=CC1C(F)(F)F (6-(4-Trifluoromethyl-pyridin-3-yl)-3,4-dihydro-2H-[1,8]naphthyridine-1-carboxylic acid tert-butyl ester). RXN SMILES: [F:1][C:2]([F:20])([F:19])[C:3]1[CH:8]=[CH:7][N:6]=[CH:5][C:4]=1[C:9]1[CH:10]=[C:11]2[C:16](=[N:17][CH:18]=1)[NH:15][CH2:14][CH2:13][CH2:12]2.FC(F)(F)[C:23]([OH:25])=[O:24]>C(Cl)Cl>[C:3]([O:25][C:23]([N:15]1[C:16]2[C:11](=[CH:10][C:9]([C:4]3[CH:5]=[N:6][CH:7]=[CH:8][C:3]=3[C:2]([F:19])([F:1])[F:20])=[CH:18][N:17]=2)[CH2:12][CH2:13][CH2:14]1)=[O:24])([CH3:8])([CH3:4])[CH3:2]. Procedure: 6-(4-Trifluoromethyl-pyridin-3-yl)-3,4-dihydro-2H-[1,8]naphthyridine-1-carboxylic acid tert-butyl ester is synthesized according to the procedure of Suzuki Coupling Method V, as illustrated above. It is then used in the synthesis of 6-(4-trifluoromethyl-pyridin-3-yl)-1,2,3,4-tetrahydro-[1,8]naphthyridine according to the procedure for Step 2 of Example 27 using 20% trifluoroacetic acid in DCM as the reagent. Starting materials: C(C)(C)N(CC)C(C)C (diisopropylethylamine), C1(CC1)N (cyclopropylamine), ClC1=C(C=C(C(=O)O)C=C1)I (4-Chloro-3-iodobenzoic acid). Solvent: CCOC(=O)C (EtOAc), S(=O)(Cl)Cl (thionyl chloride). Yields the product ClC1=C(C=C(C(=O)NC2CC2)C=C1)I (4-chloro-N-cyclopropyl-3-iodobenzamide). RXN SMILES: [Cl:1][C:2]1[CH:10]=[CH:9][C:5]([C:6]([OH:8])=O)=[CH:4][C:3]=1[I:11].C([N:15]([CH:18]([CH3:20])[CH3:19])CC)(C)C.C1(N)CC1>S(Cl)(Cl)=O.CCOC(C)=O>[Cl:1][C:2]1[CH:10]=[CH:9][C:5]([C:6]([NH:15][CH:18]2[CH2:20][CH2:19]2)=[O:8])=[CH:4][C:3]=1[I:11]. Procedure: 4-Chloro-3-iodobenzoic acid (9.00 g, 31.9 mmol) was heated to 75° C. in thionyl chloride (15 mL) for 4 h. The reaction mixture became homogeneous and was concentrated and dried azeotropically with toluene. The mixture was dissolved in 1,4-dioxane (10 mL), and diisopropylethylamine (11 mL mL, 64 mmol), and cyclopropylamine (2.45 mL, 35 mmol) and stirred at ambient temperature for about 2 h. The reaction was diluted with 50 mL of EtOAc, added to an addition funnel and partitioned with 3 N HCl (aqu...